Dataset: the Open Reaction Database (ORD), a public repository of structured organic reaction records. Task: describe an organic reaction: reactants, conditions, products, and yield The reactants are COC1=C(C(=C(C=C1)C=1C=NC=CC1)OC)C1=C(C=CC=C1)C (1,3-Dimethoxy-2-(Tol-2-yl)-4-(Pyrid-3-yl)-Benzene), Br (hydrobromic acid). Solvent: C(C)(=O)O (acetic acid). Yields the product C1(=C(C=CC=C1)C1=C(C=CC(=C1O)C=1C=NC=CC1)O)C (2-(Tol-2-yl)-4-(Pyrid-3-yl)-1,3-Dihydroxybenzene). Yield: 88.1%. RXN SMILES: C[O:2][C:3]1[CH:8]=[CH:7][C:6]([C:9]2[CH:10]=[N:11][CH:12]=[CH:13][CH:14]=2)=[C:5]([O:15]C)[C:4]=1[C:17]1[CH:22]=[CH:21][CH:20]=[CH:19][C:18]=1[CH3:23].Br>C(O)(=O)C>[C:18]1([CH3:23])[CH:19]=[CH:20][CH:21]=[CH:22][C:17]=1[C:4]1[C:5]([OH:15])=[C:6]([C:9]2[CH:10]=[N:11][CH:12]=[CH:13][CH:14]=2)[CH:7]=[CH:8][C:3]=1[OH:2]. Reported procedure: 1,3-Dimethoxy-2-(tol-2-yl)-4-(pyrid-3-yl)-benzene 3 (3.5 g, 11.46 mmol), acetic acid (30 ml), and hydrobromic acid (48%) (15 ml) were refluxed for 24 hr. After cooling the reaction mixture, most of the reagent was removed under reduced pressure; the residual acid was removed by mixing the concentrate with sodium bicarbonate solution (5%) (100 ml). The product was extracted into ethylacetate (100 ml), washed with water (100 ml×2) and brine (100 ml), and the ethyl acetate was evaporated. The crude...